Dataset: the Open Reaction Database (ORD), a public repository of structured organic reaction records. Task: describe an organic reaction: reactants, conditions, products, and yield Procedure: The above prepared 1-(9-xanthenyl)-3-(N-carbethoxy-N-methylamino)piperidine (4.5 g.) is refluxed with 100 ml. of a 5M solution of potassium hydroxide in 80 percent aqueous ethanol for three hours. The resulting solution is concentrated in vacuo and the residue poured into cold water. This mixture is extracted with methylene chloride and the organic phase is washed with water and dried over anhydrous potassium carbonate. Evaporation of the solvent gives 1-(9-xanthenyl)-3-methylaminopiperidine. Run in C(C)O (ethanol). Reactants: solution, [OH-].[K+] (potassium hydroxide), C1=CC=CC=2OC3=CC=CC=C3C(C12)N1CC(CCC1)N(C)C(=O)OCC (1-(9-xanthenyl)-3-(N-carbethoxy-N-methylamino)piperidine). RXN SMILES: [CH:1]1[C:14]2[CH:13]([N:15]3[CH2:20][CH2:19][CH2:18][CH:17]([N:21](C(OCC)=O)[CH3:22])[CH2:16]3)[C:12]3[C:7](=[CH:8][CH:9]=[CH:10][CH:11]=3)[O:6][C:5]=2[CH:4]=[CH:3][CH:2]=1.[OH-].[K+]>C(O)C>[CH:11]1[C:12]2[CH:13]([N:15]3[CH2:20][CH2:19][CH2:18][CH:17]([NH:21][CH3:22])[CH2:16]3)[C:14]3[C:5](=[CH:4][CH:3]=[CH:2][CH:1]=3)[O:6][C:7]=2[CH:8]=[CH:9][CH:10]=1 |f:1.2|. The product is C1=CC=CC=2OC3=CC=CC=C3C(C12)N1CC(CCC1)NC (1-(9-xanthenyl)-3-methylaminopiperidine). Starting materials: [H-].[Al+3].[Li+].[H-].[H-].[H-] (lithium aluminium hydride), FC1=C(C(=C(C(=C1F)F)F)C)C(=O)O (3,4,5,6-tetrafluoro-2-toluic acid), O (water). Solvent: CCOCC (ether), C(C)OCC (diethyl ether). Product: CC1=C(CO)C(=C(C(=C1F)F)F)F (2-methyl-3,4,5,6-tetrafluoro-benzyl alcohol). Isolated yield 42.9%. Reaction SMILES: [F:1][C:2]1[C:7]([F:8])=[C:6]([F:9])[C:5]([F:10])=[C:4]([CH3:11])[C:3]=1[C:12](O)=[O:13].[H-].[Al+3].[Li+].[H-].[H-].[H-].O>C(OCC)C>[CH3:11][C:4]1[C:5]([F:10])=[C:6]([F:9])[C:7]([F:8])=[C:2]([F:1])[C:3]=1[CH2:12][OH:13] |f:1.2.3.4.5.6|. Reported procedure: 3,4,5,6-tetrafluoro-2-toluic acid (500 mg) was dissolved in dry diethyl ether (5.0 ml) added dropwise to a suspension of lithium aluminium hydride (100 mg) in dry ether (10 ml) under an argon atmosphere at the ambient temperature. When the addition was complete and the effervescence has subsided the mixture was heated at the reflux temperature for a period of 1 hour. After allowing the mixture to cool to the ambient temperature water (10 ml) was cautiously added and the resultant mixture extract...